Dataset: the Open Reaction Database (ORD), a public repository of structured organic reaction records. Task: describe an organic reaction: reactants, conditions, products, and yield Starting materials: ClCC=1C(=NOC1C)C1=CC=CC=C1 (4-chloromethyl-5-methyl-3-phenyl-isoxazole), CC=1SC(=C(N1)C)C(=O)O (2,4-dimethyl-thiazole-5-carboxylic acid), [Li+].CC(C)[N-]C(C)C (LDA), solution. Run in C1CCOC1 (THF), C1CCOC1 (THF), C1CCOC1 (THF). Yields the product CC1=C(C(=NO1)C1=CC=CC=C1)CCC=1SC(=CN1)C(=O)O (2-[2-(5-Methyl-3-phenyl-isoxazol-4-yl)-ethyl]-thiazole-5-carboxylic acid). Yield: 63.0%. Reaction SMILES: [CH3:1][C:2]1[S:3][C:4]([C:8]([OH:10])=[O:9])=[C:5](C)[N:6]=1.[Li+].CC([N-]C(C)C)C.Cl[CH2:20][C:21]1[C:22]([C:27]2[CH:32]=[CH:31][CH:30]=[CH:29][CH:28]=2)=[N:23][O:24][C:25]=1[CH3:26]>C1COCC1>[CH3:26][C:25]1[O:24][N:23]=[C:22]([C:27]2[CH:28]=[CH:29][CH:30]=[CH:31][CH:32]=2)[C:21]=1[CH2:20][CH2:1][C:2]1[S:3][C:4]([C:8]([OH:10])=[O:9])=[CH:5][N:6]=1 |f:1.2|. Procedure: To a stirred solution of 2,4-dimethyl-thiazole-5-carboxylic acid (250 mg, 1.59 mmol) in THF (16 mL) at −78° C. and under argon was added LDA (1.6 mL of a 2M solution in THF, 3.2 mmol) dropwise. After 1.5 h a solution of 4-chloromethyl-5-methyl-3-phenyl-isoxazole (330 mg, 1.59 mmol) in THF (4 mL) was added dropwise. After 1 h the reaction mixture was quenched with HCl (1N, 10 mL) then warmed to room temperature and extracted with ethyl acetate. The combined extracts were dried, filtered and conce... As a reaction SMILES: [F:1][B-](F)(F)F.[CH3:6][O:7][C:8]1[CH:9]=[C:10]2[C:15](=[CH:16][CH:17]=1)[N:14]=[CH:13][C:12]([N+]#N)=[CH:11]2.C(OCC)(=O)C.[OH-].[Na+]>C1(C)C=CC=CC=1>[F:1][C:12]1[CH:13]=[N:14][C:15]2[C:10]([CH:11]=1)=[CH:9][C:8]([O:7][CH3:6])=[CH:17][CH:16]=2 |f:0.1,3.4|. Run at temperature 60 celsius, time 90 minute. Procedure details: A suspension of 1007 g of 6-methoxy-3-quinolinediazonium fluoroborate taken in 9 l of toluene is heated to 60° C. in 85 minutes. A release of gas is observed at 60° C. The reaction medium is then gradually heated further for 90 minutes to 70-72° C. After having been kept at 72° C. for 90 minutes, the medium is then gradually heated again to 85° C. After cooling and stirring overnight, 4 l of ice-cold water are added to the suspension. After having stirred for 15 minutes, 2.5 l of ethyl acetate a... The yield is 100.2%. The reactants are F[B-](F)(F)F.COC=1C=C2C=C(C=NC2=CC1)[N+]#N (6-methoxy-3-quinolinediazonium fluoroborate), [OH-].[Na+] (sodium hydroxide), ice, C(C)(=O)OCC (ethyl acetate). The solvent is C1(=CC=CC=C1)C (toluene). Product: FC=1C=NC2=CC=C(C=C2C1)OC (3-fluoro-6-methoxyquinoline). Starting materials: COc1ccc(Oc2ccccc2Cl)cc1CO, O=S(Cl)Cl, c1ccncc1, c1ccccc1. Yields the product COc1ccc(Oc2ccccc2Cl)cc1CCl. Reaction SMILES: [CH3:1][O:2][c:3]1[c:4]([CH2:5][OH:6])[cH:7][c:8]([O:11][c:12]2[c:13]([Cl:18])[cH:14][cH:15][cH:16][cH:17]2)[cH:9][cH:10]1.[S:19]([Cl:20])([Cl:21])=[O:22].[cH:23]1[cH:24][cH:25][n:26][cH:27][cH:28]1.[cH:29]1[cH:30][cH:31][cH:32][cH:33][cH:34]1>>[CH3:1][O:2][c:3]1[c:4]([CH2:5][Cl:21])[cH:7][c:8]([O:11][c:12]2[c:13]([Cl:18])[cH:14][cH:15][cH:16][cH:17]2)[cH:9][cH:10]1. Reactants: C1(CC1)C1=NC(=NC(=N1)C(Cl)(Cl)Cl)C(Cl)(Cl)Cl (2-cyclopropyl-4,6-bis-trichloromethyl-1,3,5-triazine), N (ammonia). Solvent: O1CCCC1 (tetrahydrofuran), O (water). Product: NC1=NC(=NC(=N1)C1CC1)C(Cl)(Cl)Cl (2-amino-4-cyclopropyl-6-trichloromethyl-1,3,5-triazine). Reaction SMILES: [CH:1]1([C:4]2[N:9]=[C:8]([C:10]([Cl:13])([Cl:12])[Cl:11])[N:7]=[C:6](C(Cl)(Cl)Cl)[N:5]=2)[CH2:3][CH2:2]1.[NH3:18]>O1CCCC1.O>[NH2:18][C:6]1[N:5]=[C:4]([CH:1]2[CH2:2][CH2:3]2)[N:9]=[C:8]([C:10]([Cl:13])([Cl:12])[Cl:11])[N:7]=1. Procedure: 71.2 g of 2-cyclopropyl-4,6-bis-trichloromethyl-1,3,5-triazine are dissolved in 70 ml of tetrahydrofuran, and at room temperature are added, with stirring, 300 ml of a concentrated aqueous ammonia solution. The reaction mixture is stirred for 30 minutes; it is then diluted with water, and the formed emulsion is extracted with ether. The ether phases are collected, dried, filtered and subsequently concentrated by evaporation. The residue crystallises and there remain 48 g of the crystalline title... Reactants: C[C@]1(NCCC1)C(=O)O (2-methyl-D-proline), C=O (Formaldehyde), [H][H] (hydrogen). Reagents/catalysts: [Pd] (Palladium). Run in O (water), O (water), CO (methanol). The product is CN1[C@@](C(=O)O)(CCC1)C (1,2-dimethyl-D-proline). As a reaction SMILES: [CH3:1][C@:2]1([C:7]([OH:9])=[O:8])[CH2:6][CH2:5][CH2:4][NH:3]1.[CH2:10]=O.[H][H]>[Pd].O.CO>[CH3:10][N:3]1[CH2:4][CH2:5][CH2:6][C@:2]1([CH3:1])[C:7]([OH:9])=[O:8]. Procedure details: To a parr flask containing 2-methyl-D-proline (432 mg, 3.34 mmol, 1.0 eq.), Formaldehyde 37 wt. % in water (1.0 mL, 37 mM, 11 eq.), 3.5 mL of methanol and 1 mL of water, Palladium 10 wt. % on Carbon (108 mg, 0.304 mmol, 0.304 eq.) was added. The flask was placed on a parr shaker and allowed to shake under 30 psi of hydrogen for -48 hours. Hydrogen was removed and reaction was washed through a pad of celite, which was subsequently washed with methanol. The organics where concentrated in vacuo and... Starting materials: OC(C[N+](C)(C)C)CC([O-])=O (carnitine), C(C)OCC(=O)O (ethoxy acetic acid), C(C)OCC(=O)Cl (ethoxyacetyl chloride), C(C)OCC(=O)Cl (ethoxyacetyl chloride), C[N+](C)(C)CC(CC(=O)[O-])O (carnitine chloride). Run in COC(C)(C)C (tert-butyl methyl ether). Conditions: temperature 80 celsius, time 2 hour. Product: C(C)OCC(=O)C(O)(C[N+](C)(C)C)CC([O-])=O.[Cl-] (ethoxy acetyl carnitine chloride). Yield: 53.1%. Reaction SMILES: [CH2:1]([O:3][CH2:4][C:5]([OH:7])=O)[CH3:2].C(OCC([Cl:14])=O)C.[CH3:15][N+:16]([CH2:19][CH:20]([OH:25])[CH2:21][C:22]([O-:24])=[O:23])([CH3:18])[CH3:17]>COC(C)(C)C>[CH2:1]([O:3][CH2:4][C:5]([C:20]([CH2:21][C:22](=[O:23])[O-:24])([CH2:19][N+:16]([CH3:15])([CH3:17])[CH3:18])[OH:25])=[O:7])[CH3:2].[Cl-:14] |f:4.5|. Procedure: A mixture of ethoxy acetic acid (5 ml; 0.07 moles) and ethoxyacetyl chloride (1.8 ml; 0.015 moles) which had been prepared as disclosed in step (b) of Example 5, was kept under stirring for 2 hours at 80° C. To this mixture carnitine chloride (2 g; 0.01 moles) which had been previously dried was added. The resulting mixture was first kept at 80° C. until complete dissolution of carnitine took place, then at 40° C. for eight days. A further amount of ethoxyacetyl chloride (0.9 ml; 0.007 moles) wa...